Dataset: the Open Reaction Database (ORD), a public repository of structured organic reaction records. Task: describe an organic reaction: reactants, conditions, products, and yield The reactants are solution, Cl (hydrogen chloride), N1(CCOCC1)C(=O)N1CC(CC(C1)C1=CC=C(C=C1)C(F)(F)F)C1=NOC(=N1)[C@H]1N(CCC1)C(=O)OC(C)(C)C (tert-Butyl (2S)-2-(3-{1-(morpholin-4-ylcarbonyl)-5-[4-(trifluoromethyl)phenyl]piperidin-3-yl}-1,2,4-oxadiazol-5-yl)pyrrolidine-1-carboxylate). Run in O1CCOCC1 (dioxane), O1CCOCC1 (dioxane). Run at time 20 hour. The product is Cl.N1(CCOCC1)C(=O)N1CC(CC(C1)C1=CC=C(C=C1)C(F)(F)F)C1=NOC(=N1)C1NCCC1 (Morpholin-4-yl{3-[5-(pyrrolidin-2-yl)-1,2,4-oxadiazol-3-yl]-5-[4-(trifluoromethyl)phenyl]-piperidin-1-yl}methanone hydrochloride). RXN SMILES: [ClH:1].[N:2]1([C:8]([N:10]2[CH2:15][CH:14]([C:16]3[CH:21]=[CH:20][C:19]([C:22]([F:25])([F:24])[F:23])=[CH:18][CH:17]=3)[CH2:13][CH:12]([C:26]3[N:30]=[C:29]([C@@H:31]4[CH2:35][CH2:34][CH2:33][N:32]4C(OC(C)(C)C)=O)[O:28][N:27]=3)[CH2:11]2)=[O:9])[CH2:7][CH2:6][O:5][CH2:4][CH2:3]1>O1CCOCC1>[ClH:1].[N:2]1([C:8]([N:10]2[CH2:15][CH:14]([C:16]3[CH:21]=[CH:20][C:19]([C:22]([F:23])([F:25])[F:24])=[CH:18][CH:17]=3)[CH2:13][CH:12]([C:26]3[N:30]=[C:29]([CH:31]4[CH2:35][CH2:34][CH2:33][NH:32]4)[O:28][N:27]=3)[CH2:11]2)=[O:9])[CH2:3][CH2:4][O:5][CH2:6][CH2:7]1 |f:3.4|. Procedure: 0.36 ml (1.46 mmol) of a 4N solution of hydrogen chloride in dioxane was added to a solution of 84 mg (0.146 mmol) of the compound from Example 91A in 0.7 ml of dioxane, and the mixture was stirred at room temperature for 20 hours. The reaction mixture was then concentrated under reduced pressure, dichloromethane was added and the mixture was concentrated again. Yield: 74 mg (98% of theory). The reactants are COc1cc(C(=O)CC(c2ccncc2)C(C)(C)[N+](=O)[O-])cc(OC)c1OC, CC(=O)O, [Zn]. Yields the product COc1cc(C2CC(c3ccncc3)C(C)(C)N2)cc(OC)c1OC. Reaction SMILES: [CH3:1][O:2][c:3]1[cH:4][c:5]([C:13]([CH2:14][CH:15]([C:16]([CH3:17])([N+:18]([O-:20])=[O:28])[CH3:21])[c:22]2[cH:23][cH:24][n:25][cH:26][cH:27]2)=[O:19])[cH:6][c:7]([O:11][CH3:12])[c:8]1[O:9][CH3:10].[CH3:30][C:31](=[O:32])[OH:33].[Zn:29]>>[CH3:1][O:2][c:3]1[cH:4][c:5]([CH:13]2[CH2:14][CH:15]([c:22]3[cH:23][cH:24][n:25][cH:26][cH:27]3)[C:16]([CH3:17])([CH3:21])[NH:18]2)[cH:6][c:7]([O:11][CH3:12])[c:8]1[O:9][CH3:10].